From a dataset of the Open Reaction Database (ORD), a public repository of structured organic reaction records. describe an organic reaction: reactants, conditions, products, and yield Procedure: In 10 ml of sulfolane was dissolved 1.01 g of -imidazolylpyrido[2,3-b]pyrazine-2,3-dione hydrochloride monohydrate followed by addition of 1.35 g of nitronium tetrafluoroborate, and the mixture was stirred at 120° C. for 4 hours. The reaction mixture was then allowed to cool to room temperature, diluted with 10 ml of water and neutralized with 1N aqueous sodium hydroxide solution. The resulting crystals were recovered by filtration and rinsed with a small amount of water. The resulting crystals ... The solvent is S1(=O)(=O)CCCC1 (sulfolane), O (water), [OH-].[Na+] (sodium hydroxide). As a reaction SMILES: F[B-](F)(F)F.[O:6]=[N+:7]=[O:8].O.[ClH:10].[NH:11]1[CH:15]=[CH:14][N:13]=[C:12]1[C:16]1[CH:17]=[CH:18][C:19]2[C:20]([N:27]=1)=[N:21][C:22](=[O:26])[C:23](=[O:25])[N:24]=2>S1(CCCC1)(=O)=O.O.[OH-].[Na+]>[ClH:10].[NH:11]1[CH:15]=[CH:14][N:13]=[C:12]1[C:16]1[C:17]([N+:7]([O-:8])=[O:6])=[CH:18][C:19]2[C:20]([N:27]=1)=[N:21][C:22](=[O:26])[C:23](=[O:25])[N:24]=2 |f:0.1,2.3.4,7.8,9.10|. Starting materials: O.Cl.N1C(=NC=C1)C=1C=CC=2C(=NC(C(N2)=O)=O)N1 (imidazolylpyrido[2,3-b]pyrazine-2,3-dione hydrochloride monohydrate), F[B-](F)(F)F.O=[N+]=O (nitronium tetrafluoroborate). Yields the product Cl.N1C(=NC=C1)C=1C(=CC=2C(=NC(C(N2)=O)=O)N1)[N+](=O)[O-] (6-imidazolyl-7-nitropyrido[2,3-b]pyrazine-2,3-dione hydrochloride). Run at temperature 120 celsius, time 4 hour. The reactants are C(C)(C)(C)OC(NC1=C(C=C(C(=C1)OCC(F)(F)F)C(F)(F)F)[N+](=O)[O-])=O ([2-nitro-5-(2,2,2-trifluoro-ethoxy)-4-trifluoromethyl-phenyl]-carbamic acid tert-butyl ester). Reported procedure: The title compound was prepared from [2-nitro-5-(2,2,2-trifluoro-ethoxy)-4-trifluoromethyl-phenyl]-carbamic acid tert-butyl ester (Example A) by hydrogenation with 5% Pt/C according to the general procedure J (method a). Obtained as a yellow solid (17.374 g). Reagents/catalysts: [Pt] (Pt/C). The product is C(C)(C)(C)OC(NC1=C(C=C(C(=C1)OCC(F)(F)F)C(F)(F)F)N)=O ([2-Amino-5-(2,2,2-trifluoro-ethoxy)-4-trifluoromethyl-phenyl]-carbamic acid tert-butyl ester), solid. Reaction SMILES: [C:1]([O:5][C:6](=[O:27])[NH:7][C:8]1[CH:13]=[C:12]([O:14][CH2:15][C:16]([F:19])([F:18])[F:17])[C:11]([C:20]([F:23])([F:22])[F:21])=[CH:10][C:9]=1[N+:24]([O-])=O)([CH3:4])([CH3:3])[CH3:2]>[Pt]>[C:1]([O:5][C:6](=[O:27])[NH:7][C:8]1[CH:13]=[C:12]([O:14][CH2:15][C:16]([F:17])([F:19])[F:18])[C:11]([C:20]([F:22])([F:23])[F:21])=[CH:10][C:9]=1[NH2:24])([CH3:4])([CH3:2])[CH3:3].